From a dataset of the Open Reaction Database (ORD), a public repository of structured organic reaction records. describe an organic reaction: reactants, conditions, products, and yield Starting materials: CCCCCC(CC(=O)Nc1cc(CN)ccc1C(C)(C)C)c1c(OC)cccc1OC, O=C(Cl)c1ccccc1. Product: CCCCCC(CC(=O)Nc1cc(CNC(=O)c2ccccc2)ccc1C(C)(C)C)c1c(OC)cccc1OC. RXN SMILES: [C:1]([CH3:2])([CH3:3])([CH3:4])[c:5]1[c:6]([NH:13][C:14]([CH2:15][CH:16]([CH2:17][CH2:18][CH2:19][CH2:20][CH3:21])[c:22]2[c:23]([O:30][CH3:31])[cH:24][cH:25][cH:26][c:27]2[O:28][CH3:29])=[O:32])[cH:7][c:8]([CH2:11][NH2:12])[cH:9][cH:10]1.[C:33]([c:34]1[cH:35][cH:36][cH:37][cH:38][cH:39]1)(=[O:40])[Cl:41]>>[C:1]([CH3:2])([CH3:3])([CH3:4])[c:5]1[c:6]([NH:13][C:14]([CH2:15][CH:16]([CH2:17][CH2:18][CH2:19][CH2:20][CH3:21])[c:22]2[c:23]([O:30][CH3:31])[cH:24][cH:25][cH:26][c:27]2[O:28][CH3:29])=[O:32])[cH:7][c:8]([CH2:11][NH:12][C:33]([c:34]2[cH:35][cH:36][cH:37][cH:38][cH:39]2)=[O:40])[cH:9][cH:10]1. Starting materials: COC=1C=C2C(=NC=NC2=CC1)CCC1OC2(OC1)CCC(CC2)O ([2-(6-methoxy-quinazolin-4-yl)-ethyl]-1,4-dioxa-spiro[4.5]decan-8-ol). Run in CC(=O)O.C1CCOC1.O (AcOH THF H2O). The product is OC1(CCC(CC1)=O)CCC1=NC=NC2=CC=C(C=C12)OC (4-Hydroxy-4-[2-(6-methoxyquinazolin-4-yl)-ethyl]-cyclo-hexanone). As a reaction SMILES: [CH3:1][O:2][C:3]1[CH:4]=[C:5]2[C:10](=[CH:11][CH:12]=1)[N:9]=[CH:8][N:7]=[C:6]2[CH2:13][CH2:14][CH:15]1[CH2:19]OC2(CCC(O)CC2)[O:16]1>CC(O)=O.C1COCC1.O>[OH:16][C:15]1([CH2:14][CH2:13][C:6]2[C:5]3[C:10](=[CH:11][CH:12]=[C:3]([O:2][CH3:1])[CH:4]=3)[N:9]=[CH:8][N:7]=2)[CH2:19][CH2:4][C:3](=[O:2])[CH2:12][CH2:11]1 |f:1.2.3|. Reported procedure: A solution of 8-([2-(6-methoxy-quinazolin-4-yl)-ethyl]-1,4-dioxa-spiro[4.5]decan-8-ol (0.623 g, 1.81 mmol) in AcOH/THF/H2O (3/2/2, 10 ml) was stirred at 60° C. for 30 hours. The reaction mixture was concentrated to dryness by rotary evaporation. The residue was diluted with sodium bicarbonate (100 ml) and ethyl acetate (100 ml), the phases were separated and the aqueous phase was extracted twice using 50 ml of ethyl acetate each time. The combined organic phases were dried over MgSO4, filtered a... Conditions: temperature 100 celsius. Yields the product C(C)(C)(C)N1N=CC(=C1)C1=CC2=C(C=N1)C=NN2C2=CC=CC(=N2)N2CCN(CCC2)C(=O)OC(C)(C)C (tert-butyl 4-(6-(6-(1-tert-butyl-1H-pyrazol-4-yl)-1H-pyrazolo[4,3-c]pyridin-1-yl)pyridin-2-yl)-1,4-diazepane-1-carboxylate). Reagents/catalysts: C1=CC=C(C=C1)P([C-]2C=CC=C2)C3=CC=CC=C3.C1=CC=C(C=C1)P([C-]2C=CC=C2)C3=CC=CC=C3.Cl[Pd]Cl.[Fe+2] (Pd(dppf)Cl2). Reported procedure: A mixture of 1-tert-butyl-4-(4,4,5,5-tetramethyl-1,3,2-dioxaborolan-2-yl)-1H-pyrazole (220 mg, 0.88 mmol), tert-butyl 4-(6-(6-chloro-1H-pyrazolo[4,3-c]pyridin-1-yl)pyridin-2-yl)-1,4-diazepane-1-carboxylate (377 mg, 0.88 mmol), and Pd(dppf)Cl2 (64 mg, 0.088 mmol) in 1,4-dioxane (20 mL) and Na2CO3 (2.0 M, 5 mL) under nitrogen was heated at 100° C. for 20 hours. The crude product was purified by silica gel chromatography using petroleum ether:EtOAc (50%-100%) as eluting solvents to afford tert-buty... RXN SMILES: [C:1]([N:5]1[CH:9]=[C:8](B2OC(C)(C)C(C)(C)O2)[CH:7]=[N:6]1)([CH3:4])([CH3:3])[CH3:2].Cl[C:20]1[N:25]=[CH:24][C:23]2[CH:26]=[N:27][N:28]([C:29]3[N:34]=[C:33]([N:35]4[CH2:41][CH2:40][CH2:39][N:38]([C:42]([O:44][C:45]([CH3:48])([CH3:47])[CH3:46])=[O:43])[CH2:37][CH2:36]4)[CH:32]=[CH:31][CH:30]=3)[C:22]=2[CH:21]=1>O1CCOCC1.C([O-])([O-])=O.[Na+].[Na+].C1C=CC(P(C2C=CC=CC=2)[C-]2C=CC=C2)=CC=1.C1C=CC(P(C2C=CC=CC=2)[C-]2C=CC=C2)=CC=1.Cl[Pd]Cl.[Fe+2]>[C:1]([N:5]1[CH:9]=[C:8]([C:20]2[N:25]=[CH:24][C:23]3[CH:26]=[N:27][N:28]([C:29]4[N:34]=[C:33]([N:35]5[CH2:41][CH2:40][CH2:39][N:38]([C:42]([O:44][C:45]([CH3:48])([CH3:47])[CH3:46])=[O:43])[CH2:37][CH2:36]5)[CH:32]=[CH:31][CH:30]=4)[C:22]=3[CH:21]=2)[CH:7]=[N:6]1)([CH3:2])([CH3:3])[CH3:4] |f:3.4.5,6.7.8.9|. The reactants are C(C)(C)(C)N1N=CC(=C1)B1OC(C(O1)(C)C)(C)C (1-tert-butyl-4-(4,4,5,5-tetramethyl-1,3,2-dioxaborolan-2-yl)-1H-pyrazole), ClC1=CC2=C(C=N1)C=NN2C2=CC=CC(=N2)N2CCN(CCC2)C(=O)OC(C)(C)C (tert-butyl 4-(6-(6-chloro-1H-pyrazolo[4,3-c]pyridin-1-yl)pyridin-2-yl)-1,4-diazepane-1-carboxylate). Isolated yield 52.8%. Solvent: O1CCOCC1 (1,4-dioxane), C(=O)([O-])[O-].[Na+].[Na+] (Na2CO3). The reactants are CS(=O)(=O)N1CCC(CC1)O (1-methanesulfonyl-piperidin-4-ol), [H-].[Na+] (NaH), FC1=CC=C(C=C1)S(=O)(=O)N(CC(C)C)C1=CC=C(C=C1)F (4-Fluoro-N-(4-fluoro-phenyl)-N-isobutyl-benzenesulfonamide). The solvent is O (water). Conditions: time 30 minute. Yields the product FC1=CC=C(C=C1)N(S(=O)(=O)C1=CC=C(C=C1)OC1CCN(CC1)S(=O)(=O)C)CC(C)C (N-(4-Fluoro-phenyl)-N-isobutyl-4-(1-methanesulfonyl-piperidin-4-yloxy)-benzenesulfonamide). Yield: 34.7%. As a reaction SMILES: [CH3:1][S:2]([N:5]1[CH2:10][CH2:9][CH:8]([OH:11])[CH2:7][CH2:6]1)(=[O:4])=[O:3].[H-].[Na+].F[C:15]1[CH:20]=[CH:19][C:18]([S:21]([N:24]([C:29]2[CH:34]=[CH:33][C:32]([F:35])=[CH:31][CH:30]=2)[CH2:25][CH:26]([CH3:28])[CH3:27])(=[O:23])=[O:22])=[CH:17][CH:16]=1>O>[F:35][C:32]1[CH:31]=[CH:30][C:29]([N:24]([CH2:25][CH:26]([CH3:28])[CH3:27])[S:21]([C:18]2[CH:19]=[CH:20][C:15]([O:11][CH:8]3[CH2:7][CH2:6][N:5]([S:2]([CH3:1])(=[O:4])=[O:3])[CH2:10][CH2:9]3)=[CH:16][CH:17]=2)(=[O:23])=[O:22])=[CH:34][CH:33]=1 |f:1.2|. Procedure details: To a solution of 1-methanesulfonyl-piperidin-4-ol (61 mg) in anhydrous tetrohydrofuran (5 mL) at room temperature was added NaH (60% dispersion in mineral oil, 15 mg, 369 μmol) and the reaction was stirred at room temperature for 30 minutes. 4-Fluoro-N-(4-fluoro-phenyl)-N-isobutyl-benzenesulfonamide (100 mg, 308 μmol) was added and the reaction was heated at 90° C. for 3 hours. The reaction was allowed to cool to room temperature, water was added and then extracted with EtOAc, concentrated, puri... Starting materials: O.NN (Hydrazine hydrate), FC1=C(C#N)C=C(C=C1)N1C(N(CC1)C=1C=NC=CC1C)=O (2-Fluoro-5-[3-(4-methyl-pyridin-3-yl)-2-oxo-imidazolidin-1-yl]-benzonitrile), CO (MeOH). Run in C(Cl)(Cl)Cl (CHCl3), 2-methoxymethanol. Run at temperature 170 celsius. Product: NC1=NNC2=CC=C(C=C12)N1C(N(CC1)C=1C=NC=CC1C)=O (1-(3-Amino-1H-indazol-5-yl)-3-(4-methyl-pyridin-3-yl)-imidazolidin-2-one). Yield: 45.3%. As a reaction SMILES: O.[NH2:2][NH2:3].F[C:5]1[CH:12]=[CH:11][C:10]([N:13]2[CH2:17][CH2:16][N:15]([C:18]3[CH:19]=[N:20][CH:21]=[CH:22][C:23]=3[CH3:24])[C:14]2=[O:25])=[CH:9][C:6]=1[C:7]#[N:8].CO>C(Cl)(Cl)Cl>[NH2:8][C:7]1[C:6]2[C:5](=[CH:12][CH:11]=[C:10]([N:13]3[CH2:17][CH2:16][N:15]([C:18]4[CH:19]=[N:20][CH:21]=[CH:22][C:23]=4[CH3:24])[C:14]3=[O:25])[CH:9]=2)[NH:3][N:2]=1 |f:0.1|. Procedure: Hydrazine hydrate (5 mL) was added to solution of 2-fluoro-5-[3-(4-methyl-pyridin-3-yl)-2-oxo-imidazolidin-1-yl]-benzonitrile (103A: 265 mg) in 2-methoxymethanol (5 mL). The resulting mixture was heated to 170° C. and maintained for 20 hours. The reaction was monitored by TLC (20% MeOH in CHCl3). The reaction mixture was partitioned between ice water and DCM. The organic layer was dried over Na2SO4 and concentrated. Purification by column chromatography on silica gel (10% MeOH in CHCl3) afforded...